Dataset: the Open Reaction Database (ORD), a public repository of structured organic reaction records. Task: describe an organic reaction: reactants, conditions, products, and yield Starting materials: COC(=O)c1ncoc1-c1cccc(C(C)(C)O[SiH2]C(C)(C)C)c1, [Li+], N#N, [OH-], O, O. Yields the product CC(C)(C)[SiH2]OC(C)(C)c1cccc(-c2ocnc2C(=O)O)c1. RXN SMILES: [CH3:3][O:4][C:5](=[O:6])[c:7]1[n:8][cH:9][o:10][c:11]1-[c:12]1[cH:13][c:14]([C:18]([O:19][SiH2:20][C:21]([CH3:22])([CH3:23])[CH3:24])([CH3:25])[CH3:26])[cH:15][cH:16][cH:17]1.[Li+:29].[N:1]#[N:2].[OH-:28].[OH2:27].[OH2:30]>>[O:4]=[C:5]([OH:6])[c:7]1[n:8][cH:9][o:10][c:11]1-[c:12]1[cH:13][c:14]([C:18]([O:19][SiH2:20][C:21]([CH3:22])([CH3:23])[CH3:24])([CH3:25])[CH3:26])[cH:15][cH:16][cH:17]1. Reactants: B(Br)(Br)Br (boron tribromide), COC1=C(C=CC2=CC=CC=C12)CCCCP(OCC)(OCC)=O (diethyl 4-(1-methoxy-2-naphthyl)-butylphosphonate), O (Water). The solvent is C(Cl)Cl (methylene chloride). Run at time 2 hour. Yields the product OC1=C(C=CC2=CC=CC=C12)CCCCP(OCC)(OCC)=O (Diethyl 4-(1-hydroxy-2-naphthyl)-butylphosphonate). The yield is 39.0%. As a reaction SMILES: C[O:2][C:3]1[C:12]2[C:7](=[CH:8][CH:9]=[CH:10][CH:11]=2)[CH:6]=[CH:5][C:4]=1[CH2:13][CH2:14][CH2:15][CH2:16][P:17](=[O:24])([O:21][CH2:22][CH3:23])[O:18][CH2:19][CH3:20].B(Br)(Br)Br.O>C(Cl)Cl>[OH:2][C:3]1[C:12]2[C:7](=[CH:8][CH:9]=[CH:10][CH:11]=2)[CH:6]=[CH:5][C:4]=1[CH2:13][CH2:14][CH2:15][CH2:16][P:17](=[O:24])([O:18][CH2:19][CH3:20])[O:21][CH2:22][CH3:23]. Procedure details: A solution of diethyl 4-(1-methoxy-2-naphthyl)-butylphosphonate (5.50 g 0.016 mole) in methylene chloride (80 mL) was stirred at -78°, and treated with boron tribromide (1.0M in methylene chloride; 24.0 mL, 0.024 mole) over 20 minutes. Stirring was continued for 2 hours at this temperature then at room temperature for 16 hours. Water (80 mL) was added, and the mixture was extracted with ether. The organic layer was extracted with 1.0N aqueous sodium hydroxide, the aqueous layer was acidified wit... Reported procedure: A solution of tert-butylamine (154 ml) in acetonitrile (100 ml) was added over 10 minutes to a solution of 2-chloro-4'-iodoacetophenone (158.0 g, prepared as described in Organic Magnetic Resonance 12 (12), 1979 pages 691-695) in acetonitrile (700 ml) with stirring under nitrogen at 20° C. The mixture was warmed to 30° C. whereupon a solution was formed, then a slight exotherm occurred and tert-butylamine hydrochloride precipitated. The mixture was kept below 37° C. by occasional cooling. The mi... Yields the product Cl.IC1=CC=C(C=C1)C(CNC(C)(C)C)=O (4'-iodo-2-(tert-butylamino)acetophenone hydrochloride). Reactants: C(C)(C)(C)N (tert-butylamine), ClCC(=O)C1=CC=C(C=C1)I (2-chloro-4'-iodoacetophenone). Solvent: C(C)#N (acetonitrile), C(C)#N (acetonitrile). As a reaction SMILES: [C:1]([NH2:5])([CH3:4])([CH3:3])[CH3:2].[Cl:6][CH2:7][C:8]([C:10]1[CH:15]=[CH:14][C:13]([I:16])=[CH:12][CH:11]=1)=[O:9]>C(#N)C>[ClH:6].[I:16][C:13]1[CH:14]=[CH:15][C:10]([C:8](=[O:9])[CH2:7][NH:5][C:1]([CH3:4])([CH3:3])[CH3:2])=[CH:11][CH:12]=1 |f:3.4|. Run at temperature 20 celsius. The reactants are [Br-], C1CCOC1, CCCCCC1CCC(C=Cc2ccc(C3CCC(C=O)CC3)cc2)CC1, CC(C)(C)[O-], C[P+](c1ccccc1)(c1ccccc1)c1ccccc1, [K+]. Yields the product C=CC1CCC(c2ccc(C=CC3CCC(CCCCC)CC3)cc2)CC1. Reaction SMILES: [Br-:34].[CH2:55]1[O:56][CH2:57][CH2:58][CH2:59]1.[CH2:7]([CH2:8][CH2:9][CH2:10][CH3:11])[CH:12]1[CH2:13][CH2:14][CH:15]([CH:18]=[CH:19][c:20]2[cH:21][cH:22][c:23]([CH:26]3[CH2:27][CH2:28][CH:29]([CH:32]=[O:33])[CH2:30][CH2:31]3)[cH:24][cH:25]2)[CH2:16][CH2:17]1.[CH3:1][C:2]([CH3:3])([O-:4])[CH3:5].[CH3:35][P+:36]([c:37]1[cH:38][cH:39][cH:40][cH:41][cH:42]1)([c:43]1[cH:44][cH:45][cH:46][cH:47][cH:48]1)[c:49]1[cH:50][cH:51][cH:52][cH:53][cH:54]1.[K+:6]>>[CH2:1]=[CH:32][CH:29]1[CH2:28][CH2:27][CH:26]([c:23]2[cH:22][cH:21][c:20]([CH:19]=[CH:18][CH:15]3[CH2:14][CH2:13][CH:12]([CH2:7][CH2:8][CH2:9][CH2:10][CH3:11])[CH2:17][CH2:16]3)[cH:25][cH:24]2)[CH2:31][CH2:30]1. The reactants are C(C1=CC=CC=C1)N1C(CCC1)=C(C1=CC(=C(C=C1)OC)OC)C(=O)OCC (1-benzyl-2-(α-ethoxycarbonyl-3,4-dimethoxybenzylidene)pyrrolidine), Cl (hydrochloric acid), C(=O)=O (carbon dioxide), [OH-].[Na+] (sodium hydroxide). The product is C(C1=CC=CC=C1)N1C(CCC1)=CC1=CC(=C(C=C1)OC)OC (1-benzyl-2-(3,4-dimethoxybenzylidene)pyrrolidine). As a reaction SMILES: [CH2:1]([N:8]1[CH2:12][CH2:11][CH2:10][C:9]1=[C:13](C(OCC)=O)[C:14]1[CH:19]=[CH:18][C:17]([O:20][CH3:21])=[C:16]([O:22][CH3:23])[CH:15]=1)[C:2]1[CH:7]=[CH:6][CH:5]=[CH:4][CH:3]=1.Cl.C(=O)=O.[OH-].[Na+]>>[CH2:1]([N:8]1[CH2:12][CH2:11][CH2:10][C:9]1=[CH:13][C:14]1[CH:19]=[CH:18][C:17]([O:20][CH3:21])=[C:16]([O:22][CH3:23])[CH:15]=1)[C:2]1[CH:3]=[CH:4][CH:5]=[CH:6][CH:7]=1 |f:3.4|. Reported procedure: Boil 31.5 g of 1-benzyl-2-(α-ethoxycarbonyl-3,4-dimethoxybenzylidene)pyrrolidine under reflux with 75 ml of conc. hydrochloric acid until carbon dioxide ceases to evolve. After cooling, alkalize the thus-prepared reaction mixture with sodium hydroxide solution. Recrystallize the formed precipitate from ethanol to obtain a yield [11.3 g (44% of theory)] of title compound (m.p. 105°). RXN SMILES: Cl[C:2]1[C:3]2[CH:14]=[C:13]([C:15]3[CH:20]=[CH:19][CH:18]=[CH:17][CH:16]=3)[CH:12]=[CH:11][C:4]=2[N:5]([CH3:10])[C:6](=[O:9])[CH2:7][N:8]=1.C(C1C=C(B(O)O)C=CC=1)=O.[Cl:32][C:33]1[CH:34]=[C:35](B(O)O)[CH:36]=[C:37]([Cl:39])[CH:38]=1>>[Cl:32][C:33]1[CH:34]=[C:35]([C:2]2[C:3]3[CH:14]=[C:13]([C:15]4[CH:20]=[CH:19][CH:18]=[CH:17][CH:16]=4)[CH:12]=[CH:11][C:4]=3[N:5]([CH3:10])[C:6](=[O:9])[CH2:7][N:8]=2)[CH:36]=[C:37]([Cl:39])[CH:38]=1. Product: ClC=1C=C(C=C(C1)Cl)C=1C2=C(N(C(CN1)=O)C)C=CC(=C2)C2=CC=CC=C2 (5-(3,5-Dichloro-phenyl)-1-methyl-7-phenyl-1,3-dihydro-benzo[e][1,4]diazepin-2-one). Reported procedure: Prepared from 5-chloro-1-methyl-7-phenyl-1,3-dihydro-benzo[e][1,4]diazepin-2-one using the same method described for Example 9 and instead of using 3-formylbenzene boronic acid, we used 3,5-dichlorophenyl boronic acid. The title compound (34 mg) was obtained as a beige solid, (yield=22%). Yield: 22.0%. Starting materials: ClC=1C2=C(N(C(CN1)=O)C)C=CC(=C2)C2=CC=CC=C2 (5-chloro-1-methyl-7-phenyl-1,3-dihydro-benzo[e][1,4]diazepin-2-one), C(=O)C=1C=C(C=CC1)B(O)O (3-formylbenzene boronic acid), ClC=1C=C(C=C(C1)Cl)B(O)O (3,5-dichlorophenyl boronic acid). The reactants are ClCC1=CC=C(OCC=2N=C(OC2C)C2=CC=CC=C2)C=C1 (4-(4-chloromethylphenoxymethyl)-5-methyl-2-phenyloxazole), C(C)OC1=C(C=C(C=C1)O)CCC(=O)OCC (ethyl 3-(2-ethoxy-5-hydroxyphenyl)propionate), C([O-])([O-])=O.[K+].[K+] (potassium carbonate), CN(C=O)C (N,N-dimethylformamide). The solvent is O (water). Conditions: temperature 90 celsius, time 2 hour. The product is C(C)OC1=C(C=C(C=C1)OCC1=CC=C(C=C1)OCC=1N=C(OC1C)C1=CC=CC=C1)CCC(=O)OCC (ethyl 3-[2-ethoxy-5-[4-[(5-methyl-2-phenyl-4oxazolyl)methoxy]benzyloxy]phenyl]propionate). Isolated yield 72.6%. Reaction SMILES: Cl[CH2:2][C:3]1[CH:22]=[CH:21][C:6]([O:7][CH2:8][C:9]2[N:10]=[C:11]([C:15]3[CH:20]=[CH:19][CH:18]=[CH:17][CH:16]=3)[O:12][C:13]=2[CH3:14])=[CH:5][CH:4]=1.[CH2:23]([O:25][C:26]1[CH:31]=[CH:30][C:29]([OH:32])=[CH:28][C:27]=1[CH2:33][CH2:34][C:35]([O:37][CH2:38][CH3:39])=[O:36])[CH3:24].C(=O)([O-])[O-].[K+].[K+].CN(C)C=O>O>[CH2:23]([O:25][C:26]1[CH:31]=[CH:30][C:29]([O:32][CH2:2][C:3]2[CH:22]=[CH:21][C:6]([O:7][CH2:8][C:9]3[N:10]=[C:11]([C:15]4[CH:20]=[CH:19][CH:18]=[CH:17][CH:16]=4)[O:12][C:13]=3[CH3:14])=[CH:5][CH:4]=2)=[CH:28][C:27]=1[CH2:33][CH2:34][C:35]([O:37][CH2:38][CH3:39])=[O:36])[CH3:24] |f:2.3.4|. Procedure details: A mixture of 4-(4-chloromethylphenoxymethyl)-5-methyl-2-phenyloxazole (1.44 g), ethyl 3-(2-ethoxy-5-hydroxyphenyl)propionate (1.0 g), anhydrous potassium carbonate (0.58 g) and N,N-dimethylformamide (50 mL) was stirred at 90° C. for 2 hrs. The reaction mixture was poured into water and extracted with ethyl acetate. The organic layer was washed with saturated brine, dried over anhydrous magnesium sulfate and concentrated. The obtained residue was subjected to silica gel column chromatography to g...